Dataset: the Open Reaction Database (ORD), a public repository of structured organic reaction records. Task: describe an organic reaction: reactants, conditions, products, and yield RXN SMILES: [Br:24][CH2:25][CH2:26][C:27]([CH2:28][CH2:29][Br:30])([CH3:31])[CH3:32].[CH2:1]([CH3:2])[O:3][C:4](=[O:5])[c:6]1[nH:7][c:8](-[c:16]2[cH:17][cH:18][cH:19][cH:20][cH:21]2)[c:9]2[cH:10][c:11]([Cl:15])[cH:12][cH:13][c:14]12.[CH3:35][N:36]([CH3:37])[CH:38]=[O:39].[Cl-:34].[H-:22].[Na+:23].[Na+:33]>>[CH2:1]([CH3:2])[O:3][C:4](=[O:5])[c:6]1[n:7]([CH2:29][CH2:28][C:27]([CH2:26][CH2:25][Br:24])([CH3:31])[CH3:32])[c:8](-[c:16]2[cH:17][cH:18][cH:19][cH:20][cH:21]2)[c:9]2[cH:10][c:11]([Cl:15])[cH:12][cH:13][c:14]12. Product: CCOC(=O)c1c2ccc(Cl)cc2c(-c2ccccc2)n1CCC(C)(C)CCBr. Starting materials: CC(C)(CCBr)CCBr, CCOC(=O)c1[nH]c(-c2ccccc2)c2cc(Cl)ccc12, CN(C)C=O, [Cl-], [H-], [Na+], [Na+].